From a dataset of the Open Reaction Database (ORD), a public repository of structured organic reaction records. describe an organic reaction: reactants, conditions, products, and yield Starting materials: CC(C)O, O=C(OCC1CO1)c1ccc2ncccc2c1, O=C(NC(CCCc1ccccc1)CCCc1ccccc1)C1CCCNC1. The product is O=C(OCC(O)CN1CCCC(C(=O)NC(CCCc2ccccc2)CCCc2ccccc2)C1)c1ccc2ncccc2c1. RXN SMILES: [CH:46]([OH:47])([CH3:48])[CH3:49].[O:29]1[CH:30]([CH2:32][O:33][C:34](=[O:35])[c:36]2[cH:37][c:38]3[cH:39][cH:40][cH:41][n:42][c:43]3[cH:44][cH:45]2)[CH2:31]1.[c:1]1([CH2:7][CH2:8][CH2:9][CH:10]([CH2:11][CH2:12][CH2:13][c:14]2[cH:15][cH:16][cH:17][cH:18][cH:19]2)[NH:20][C:21](=[O:22])[CH:23]2[CH2:24][NH:25][CH2:26][CH2:27][CH2:28]2)[cH:2][cH:3][cH:4][cH:5][cH:6]1>>[c:1]1([CH2:7][CH2:8][CH2:9][CH:10]([CH2:11][CH2:12][CH2:13][c:14]2[cH:15][cH:16][cH:17][cH:18][cH:19]2)[NH:20][C:21](=[O:22])[CH:23]2[CH2:24][N:25]([CH2:31][CH:30]([OH:29])[CH2:32][O:33][C:34](=[O:35])[c:36]3[cH:37][c:38]4[cH:39][cH:40][cH:41][n:42][c:43]4[cH:44][cH:45]3)[CH2:26][CH2:27][CH2:28]2)[cH:2][cH:3][cH:4][cH:5][cH:6]1.